Dataset: the Open Reaction Database (ORD), a public repository of structured organic reaction records. Task: describe an organic reaction: reactants, conditions, products, and yield Reactants: COC(=O)c1ccc(-c2nc(Cl)ncc2Cl)cc1, CCO, NC1CC1, O. Product: COC(=O)c1ccc(-c2nc(NC3CC3)ncc2Cl)cc1. As a reaction SMILES: [CH3:1][O:2][C:3]([c:4]1[cH:5][cH:6][c:7](-[c:10]2[n:11][c:12]([Cl:17])[n:13][cH:14][c:15]2[Cl:16])[cH:8][cH:9]1)=[O:18].[CH3:23][CH2:24][OH:25].[CH:19]1([NH2:22])[CH2:20][CH2:21]1.[OH2:26]>>[CH3:1][O:2][C:3]([c:4]1[cH:5][cH:6][c:7](-[c:10]2[n:11][c:12]([NH:22][CH:19]3[CH2:20][CH2:21]3)[n:13][cH:14][c:15]2[Cl:16])[cH:8][cH:9]1)=[O:18].